This data is from the Open Reaction Database (ORD), a public repository of structured organic reaction records. The task is: describe an organic reaction: reactants, conditions, products, and yield Starting materials: OCCc1ccccc1Br, ClCCl, O=[Cr](=O)([O-])Cl, c1cc[nH+]cc1. The product is O=CCc1ccccc1Br. RXN SMILES: [Br:1][c:2]1[c:3]([CH2:8][CH2:9][OH:10])[cH:4][cH:5][cH:6][cH:7]1.[CH2:22]([Cl:23])[Cl:24].[O:11]=[Cr:12]([Cl:13])([O-:14])=[O:15].[nH+:16]1[cH:17][cH:18][cH:19][cH:20][cH:21]1>>[Br:1][c:2]1[c:3]([CH2:8][CH:9]=[O:10])[cH:4][cH:5][cH:6][cH:7]1. Starting materials: NCCCC1=CC=C(S1)C(=O)N (5-(3-Aminopropyl)-2-thiophenecarboxamide), C(C(=O)C)CC(C)=O (acetonylacetone). The product is CC=1N(C(=CC1)C)CCCC1=CC=C(S1)C(=O)N (5-[3-(2,5-dimethylpyrrol-1-yl)propyl]-2-thiophenecarboxamide), [ 1982 ]. As a reaction SMILES: [NH2:1][CH2:2][CH2:3][CH2:4][C:5]1[S:9][C:8]([C:10]([NH2:12])=[O:11])=[CH:7][CH:6]=1.[CH2:13]([CH2:17][C:18](=O)[CH3:19])[C:14]([CH3:16])=O>>[CH3:19][C:18]1[N:1]([CH2:2][CH2:3][CH2:4][C:5]2[S:9][C:8]([C:10]([NH2:12])=[O:11])=[CH:7][CH:6]=2)[C:14]([CH3:16])=[CH:13][CH:17]=1. Procedure details: 5-(3-Aminopropyl)-2-thiophenecarboxamide is reacted with acetonylacetone to give 5-[3-(2,5-dimethylpyrrol-1-yl)propyl]-2-thiophenecarboxamide, m.p. 144°-126° C. (see J. Chem. Soc. Chem. Commun. 800 [1982]). This is alkylated with n-butyl bromide to give N-butyl-5-[3-(2,5-dimethylpyrrol-1-yl)propyl]-2-thiophenecarboxamide (see Synthesis 266 [1976]). The latter is cleaved with hydroxylamine hydrochloride to give 5-(3-aminopropyl)-N-butyl-2-thiophenecarboxamide. Reactants: hydrochloride salt, Cl.C(#C)C=1C=C(C=CC1)NC1=NC=NC2=CC(=C(C=C12)OC(C)=O)OC(C)=O (N-(3-ethynylphenyl)-6,7-diacetoxy-4-quinazolinamine hydrochloride), N (ammonia). Run in CO (methanol). Reaction conditions: time 4 hour. Product: Cl.C(#C)C=1C=C(C=CC1)NC1=NC=NC2=CC(=C(C=C12)O)O (N-(3-ethynylphenyl)-6,7-dihydroxy-4-quinazolinamine hydrochloride). The yield is 82.3%. RXN SMILES: [ClH:1].[C:2]([C:4]1[CH:5]=[C:6]([NH:10][C:11]2[C:20]3[C:15](=[CH:16][C:17]([O:25]C(=O)C)=[C:18]([O:21]C(=O)C)[CH:19]=3)[N:14]=[CH:13][N:12]=2)[CH:7]=[CH:8][CH:9]=1)#[CH:3].N>CO>[ClH:1].[C:2]([C:4]1[CH:5]=[C:6]([NH:10][C:11]2[C:20]3[C:15](=[CH:16][C:17]([OH:25])=[C:18]([OH:21])[CH:19]=3)[N:14]=[CH:13][N:12]=2)[CH:7]=[CH:8][CH:9]=1)#[CH:3] |f:0.1,4.5|. Reported procedure: To the hydrochloride salt, 14 (4.2 g, 11.62 mmol) in methanol (30 ml) was added 25% aqueous ammonia (4.73 ml) and the solution was stirred for 4 h. The reaction mass was filtered and the solid was washed with water to give the N-(3-ethynylphenyl)-6,7-dihydroxy-4-quinazolinamine hydrochloride, 15 (3.0 g, 93%) as a brownish yellow solid. 1H NMR (400 MHz, DMSO-d6): 4.2 (s, 1H), 7.10 (s, 1H), 7.17-7.19 (m, 2H), 7.34-7.39 (t, 1H), 7.79 (s, 1H), 7.87-7.89 (d, 1H), 8.05 (s, 1H), 8.45 (s, 1H), 9.4-9.6 (... The reactants are CI, CN(C)C=O, CCOC(C)=O, COc1ccc(-c2nc3cc(F)c(F)cc3n2C(C(=O)O)C2CCCCC2)c(OC)n1, [H-], [Na+], O. Yields the product COC(=O)C(C1CCCCC1)n1c(-c2ccc(OC)nc2OC)nc2cc(F)c(F)cc21. As a reaction SMILES: [CH3:34][I:35].[CH3:37][N:38]([CH3:39])[CH:40]=[O:41].[CH3:42][CH2:43][O:44][C:45](=[O:46])[CH3:47].[CH:1]1([CH:7]([C:8](=[O:9])[OH:10])[n:11]2[c:12](-[c:22]3[c:23]([O:30][CH3:31])[n:24][c:25]([O:28][CH3:29])[cH:26][cH:27]3)[n:13][c:14]3[c:15]2[cH:16][c:17]([F:21])[c:18]([F:20])[cH:19]3)[CH2:2][CH2:3][CH2:4][CH2:5][CH2:6]1.[H-:32].[Na+:33].[OH2:36]>>[CH:1]1([CH:7]([C:8]([O:9][CH3:34])=[O:10])[n:11]2[c:12](-[c:22]3[c:23]([O:30][CH3:31])[n:24][c:25]([O:28][CH3:29])[cH:26][cH:27]3)[n:13][c:14]3[c:15]2[cH:16][c:17]([F:21])[c:18]([F:20])[cH:19]3)[CH2:2][CH2:3][CH2:4][CH2:5][CH2:6]1. The reactants are CC(C)C1CC(=O)CC(=O)C1, O=C=NS(=O)(=O)c1ccccc1, c1ccccc1. The product is CC(C)C1CC(=O)C(C(=O)NS(=O)(=O)c2ccccc2)C(=O)C1. As a reaction SMILES: [CH:1]([CH3:2])([CH3:3])[CH:4]1[CH2:5][C:6](=[O:11])[CH2:7][C:8](=[O:10])[CH2:9]1.[c:12]1([S:18](=[O:19])(=[O:20])[N:21]=[C:22]=[O:23])[cH:13][cH:14][cH:15][cH:16][cH:17]1.[cH:24]1[cH:25][cH:26][cH:27][cH:28][cH:29]1>>[CH:1]([CH3:2])([CH3:3])[CH:4]1[CH2:5][C:6](=[O:11])[CH:7]([C:22]([NH:21][S:18]([c:12]2[cH:13][cH:14][cH:15][cH:16][cH:17]2)(=[O:19])=[O:20])=[O:23])[C:8](=[O:10])[CH2:9]1. Reactants: C1(CC1)C1=C(C=NC=C1)N1C(NCC1)=O (1-(4-cyclopropylpyridin-3-yl)imidazolidin-2-one), ClC1=NC(=CC(=C1)I)Cl (2,6-dichloro-4-iodopyridine), [C@@H]1([C@@H](CCCC1)N)N (trans-cyclohexane-1,2-diamine), P(=O)([O-])([O-])[O-].[K+].[K+].[K+] (potassium phosphate). The reagents and catalysts are [Cu](I)I (copper iodide). Run in O1CCOCC1 (1,4-dioxane). Product: C1(CC1)C1=C(C=NC=C1)N1C(N(CC1)C1=CC(=NC(=C1)Cl)Cl)=O (1-(4-cyclopropylpyridin-3-yl)-3-(2,6-dichloropyridin-4-yl)imidazolidin-2-one). Yield: 93.0%. RXN SMILES: [CH:1]1([C:4]2[CH:9]=[CH:8][N:7]=[CH:6][C:5]=2[N:10]2[CH2:14][CH2:13][NH:12][C:11]2=[O:15])[CH2:3][CH2:2]1.[Cl:16][C:17]1[CH:22]=[C:21](I)[CH:20]=[C:19]([Cl:24])[N:18]=1.[C@@H]1(N)CCCC[C@H]1N.P([O-])([O-])([O-])=O.[K+].[K+].[K+]>[Cu](I)I.O1CCOCC1>[CH:1]1([C:4]2[CH:9]=[CH:8][N:7]=[CH:6][C:5]=2[N:10]2[CH2:14][CH2:13][N:12]([C:21]3[CH:20]=[C:19]([Cl:24])[N:18]=[C:17]([Cl:16])[CH:22]=3)[C:11]2=[O:15])[CH2:3][CH2:2]1 |f:3.4.5.6|. Reported procedure: Using analogous reagents and reaction conditions as described in Example 1 above, 1-(4-cyclopropylpyridin-3-yl)imidazolidin-2-one (I-1d: 500 mg, 2.4630 mmol) was reacted with 2,6-dichloro-4-iodopyridine (810 mg, 2.9556 mmol), copper iodide (47 mg, 0.2463 mmol), trans-cyclohexane-1,2-diamine (0.089 mL, 0.7389 mmol), potassium phosphate (1.56 g, 7.3891 mmol) and 1,4-dioxane (10 mL) to afford crude product. Purification by column chromatography on silica gel (2% methanol in chloroform) afforded 800... Starting materials: ClCC1=C(C(=CC(=C1)[N+](=O)[O-])CCl)O (2,6-bis(chloromethyl)-4-nitrophenol), ClC1=CC=C(C=C1)O (p-chlorophenol), O (water). Reagents/catalysts: [Cl-].[Cl-].[Zn+2] (ZnCl2). Solvent: [N+](=O)([O-])C1=CC=CC=C1 (nitrobenzene). Run at time 30 hour. The product is ClC=1C=CC(=C(CC2=C(C(=CC(=C2)[N+](=O)[O-])CC2=C(C=CC(=C2)Cl)O)O)C1)O (2,6-bis(5-chloro-2-hydroxybenzyl)-4-nitrophenol). As a reaction SMILES: Cl[CH2:2][C:3]1[CH:8]=[C:7]([N+:9]([O-:11])=[O:10])[CH:6]=[C:5]([CH2:12]Cl)[C:4]=1[OH:14].[Cl:15][C:16]1[CH:21]=[CH:20][C:19]([OH:22])=[CH:18][CH:17]=1.[OH2:23]>[N+](C1C=CC=CC=1)([O-])=O.[Cl-].[Cl-].[Zn+2]>[Cl:15][C:16]1[CH:21]=[CH:20][C:19]([OH:22])=[C:18]([CH:17]=1)[CH2:2][C:3]1[CH:8]=[C:7]([N+:9]([O-:11])=[O:10])[CH:6]=[C:5]([CH2:12][C:20]2[CH:21]=[C:16]([Cl:15])[CH:17]=[CH:18][C:19]=2[OH:23])[C:4]=1[OH:14] |f:4.5.6|. Procedure details: The 2,6-bis(chloromethyl)-4-nitrophenol (8 g) and p-chlorophenol (8.7 g) were dissolved in nitrobenzene (125 ml) at 25°. After cooling to 10° ZnCl2 (28 g) was added over 1 hr. The stirred mixture was held at room temperature for 30 hrs and poured into 200 mls of water. The organic layer was washed with water and the nitrobenzene removed by vacuum distillation. Column chromatography gave 1.5 g of 2,6-bis(5-chloro-2-hydroxybenzyl)-4-nitrophenol (mp 220°). Reactants: Cl.ON1CNCC1 (1-hydroxyimidazolidine hydrochloride), ClCC1=[N+](C=CC=C1)[O-] (2-chloromethyl-pyridine N-oxide), C([O-])([O-])=O.[K+].[K+] (potassium carbonate), solution, [OH-].C(CCC)[N+](CCCC)(CCCC)CCCC (tetra-n-butylammonium hydroxide). Run in C1(=CC=CC=C1)C (toluene). Reaction conditions: time 4 hour. Product: ClC1=C(C(=CC=C1OC)Cl)N=C1N(CCN1)OCC1=[N+](C=CC=C1)[O-] (2-([{2-[(2,6-dichloro-3-methoxyphenyl)-imino]-1-imidazolidinyl}oxy]methyl)-pyridine 1-oxide). As a reaction SMILES: [ClH:1].[OH:2][N:3]1[CH2:7][CH2:6][NH:5][CH2:4]1.[OH-:8].C([N+:13]([CH2:22][CH2:23]CC)([CH2:18][CH2:19][CH2:20][CH3:21])CCCC)CCC.[Cl:26][CH2:27][C:28]1[CH:33]=[CH:32][CH:31]=[CH:30][N+:29]=1[O-].[C:35](=[O:38])([O-])[O-].[K+].[K+]>C1(C)C=CC=CC=1>[Cl:26][C:27]1[C:28]([O:38][CH3:35])=[CH:33][CH:32]=[C:31]([Cl:1])[C:30]=1[N:29]=[C:4]1[NH:5][CH2:6][CH2:7][N:3]1[O:2][CH2:23][C:22]1[CH:21]=[CH:20][CH:19]=[CH:18][N+:13]=1[O-:8] |f:0.1,2.3,5.6.7|. Procedure: 19.0 g of 2-[2,6-dichloro-3-methoxyphenyl)imino]-1-hydroxyimidazolidine hydrochloride are suspended in 160 ml of toluene. There are added thereto successively 40 ml of a 40 percent solution of tetra-n-butylammonium hydroxide, 12.2 g of 2-chloromethyl-pyridine N-oxide and 250 ml of a saturated potassium carbonate solution. After 4 hours, the precipitated material is removed by filtration, washed with water and subsequently with ether and recrystallized from chloroform and ethanol. There is obtain...